This data is from the Open Reaction Database (ORD), a public repository of structured organic reaction records. The task is: describe an organic reaction: reactants, conditions, products, and yield Starting materials: CN(C(OC(C)(C)C)=O)[C@H](C(N[C@H](C(N1[C@@H](CCC1)C(N[C@@H]1CCCC2=CC=CC=C12)=O)=O)CC#C)=O)C (tert-butyl methyl((S)-1-oxo-1-((S)-1-oxo-1-((S)-2-((R)-1,2,3,4-tetrahydronaphthalen-1-ylcarbamoyl)pyrrolidin-1-yl)pent-4-yn-2-ylamino)propan-2-yl)carbamate), CO.C(Cl)Cl (MeOH CH2Cl2). Reagents/catalysts: CC(=O)[O-].CC(=O)[O-].[Cu+2] (Cu(OAc)2). Solvent: CC#N (CH3CN). The product is Cl.CN[C@H](C(=O)N[C@H](C(=O)N1[C@@H](CCC1)C(=O)N[C@@H]1CCCC2=CC=CC=C12)CC#C)C ((S)-1-((S)-2-((S)-2-(methylamino)propanamido)pent-4-ynoyl)-N—((R)-1,2,3,4-tetrahydronaphthalen-1-yl)pyrrolidine-2-carboxamide hydrochloride). As a reaction SMILES: [CH3:1][N:2]([C@@H:10]([CH3:38])[C:11](=[O:37])[NH:12][C@@H:13]([CH2:34][C:35]#[CH:36])[C:14](=[O:33])[N:15]1[CH2:19][CH2:18][CH2:17][C@H:16]1[C:20](=[O:32])[NH:21][C@H:22]1[C:31]2[C:26](=[CH:27][CH:28]=[CH:29][CH:30]=2)[CH2:25][CH2:24][CH2:23]1)C(=O)OC(C)(C)C.CO.C(Cl)[Cl:42]>CC#N.CC([O-])=O.CC([O-])=O.[Cu+2]>[ClH:42].[CH3:1][NH:2][C@@H:10]([CH3:38])[C:11]([NH:12][C@@H:13]([CH2:34][C:35]#[CH:36])[C:14]([N:15]1[CH2:19][CH2:18][CH2:17][C@H:16]1[C:20]([NH:21][C@H:22]1[C:31]2[C:26](=[CH:27][CH:28]=[CH:29][CH:30]=2)[CH2:25][CH2:24][CH2:23]1)=[O:32])=[O:33])=[O:37] |f:1.2,4.5.6,7.8|. Procedure: The title compound of Example 3 (600 mg, 1.14 mmol) and Cu(OAc)2 (1.05 g, 5.76 mmol) were dissolved in CH3CN (7.6 mL). This was refluxed for 20 mins. By TLC (10% MeOH/CH2Cl2), starting material was still present, so the mixture was refluxed for an additional 20 mins. By TLC, starting material had been consumed. Removed CH3CN via rotary evaporation and vacuum pump. Residue was then partitioned between ethyl acetate and water. Aqueous phase was discarded and organic phase was washed with brine and... The reactants are COC(=O)C=1C=NN(C1)C=1N=C(C=2N=CN([C@H]3[C@H](O)[C@H](O)[C@@H](CO)O3)C2N1)N (2-(4-methoxycarbonylpyrazol-1-yl)adenosine), CN (methylamine). The solvent is CO (methanol). Run at temperature 20 celsius, time 4 hour. Yields the product CNC(=O)C=1C=NN(C1)C=1N=C(C=2N=CN([C@H]3[C@H](O)[C@H](O)[C@@H](CO)O3)C2N1)N (2-[4-[(methylamino)carbonyl]-1H-pyrazol-1-yl]adenosine). Reaction SMILES: CO[C:3]([C:5]1[CH:6]=[N:7][N:8]([C:10]2[N:11]=[C:12]([NH2:28])[C:13]3[N:14]=[CH:15][N:16]([C:26]=3[N:27]=2)[C@@H:17]2[O:25][C@H:22]([CH2:23][OH:24])[C@@H:20]([OH:21])[C@H:18]2[OH:19])[CH:9]=1)=[O:4].[CH3:29][NH2:30]>CO>[CH3:29][NH:30][C:3]([C:5]1[CH:6]=[N:7][N:8]([C:10]2[N:11]=[C:12]([NH2:28])[C:13]3[N:14]=[CH:15][N:16]([C:26]=3[N:27]=2)[C@@H:17]2[O:25][C@H:22]([CH2:23][OH:24])[C@@H:20]([OH:21])[C@H:18]2[OH:19])[CH:9]=1)=[O:4]. Reported procedure: A suspension of 1 g of 2-(4-methoxycarbonylpyrazol-1-yl)adenosine in 10 ml of 40% methylamine in methanol is stirred in a closed flask at 20° C. until formation of a solution (3 to 5 hours). The produced solution is left to stand at the given temperature for additional 15 hours. The solution is then filtered with active charcoal and the filtrate is concentrated in vacuo. The evaporation residue, which is the amorphous form of 2-[4-[(methylamino)carbonyl]-1H-pyrazol-1-yl]adenosine, is dissolved i... Starting materials: NC(=O)CC(N)=O, C1CCNCC1, C[Si](C)(C)COc1ccc(C=O)cc1, CC(=O)O, Cc1ccccc1, O. Yields the product C[Si](C)(C)COc1ccc(C=C(C(N)=O)C(N)=O)cc1. As a reaction SMILES: [C:15]([CH2:16][C:17](=[O:18])[NH2:19])(=[O:20])[NH2:21].[CH2:22]1[CH2:23][CH2:24][NH:25][CH2:26][CH2:27]1.[CH3:1][Si:2]([CH3:3])([CH3:4])[CH2:5][O:6][c:7]1[cH:8][cH:9][c:10]([CH:11]=[O:12])[cH:13][cH:14]1.[CH3:28][C:29](=[O:30])[OH:31].[CH3:32][c:33]1[cH:34][cH:35][cH:36][cH:37][cH:38]1.[OH2:39]>>[CH3:1][Si:2]([CH3:3])([CH3:4])[CH2:5][O:6][c:7]1[cH:8][cH:9][c:10]([CH:11]=[C:16]([C:15](=[O:20])[NH2:21])[C:17](=[O:18])[NH2:19])[cH:13][cH:14]1. The reactants are CO, [H][H], O=[N+]([O-])c1ccc2c(c1)CCC(COC1CCCCO1)O2, c1ccsc1. Yields the product Nc1ccc2c(c1)CCC(COC1CCCCO1)O2. RXN SMILES: [CH3:29][OH:30].[H:27][H:28].[N+:1]([O-:2])(=[O:3])[c:4]1[cH:5][cH:6][c:7]2[c:8]([cH:21]1)[CH2:9][CH2:10][CH:11]([CH2:13][O:14][CH:15]1[O:16][CH2:17][CH2:18][CH2:19][CH2:20]1)[O:12]2.[cH:22]1[cH:23][s:24][cH:25][cH:26]1>>[NH2:1][c:4]1[cH:5][cH:6][c:7]2[c:8]([cH:21]1)[CH2:9][CH2:10][CH:11]([CH2:13][O:14][CH:15]1[O:16][CH2:17][CH2:18][CH2:19][CH2:20]1)[O:12]2. Starting materials: C(C)OC(C1=CC(=CC=C1)C1=C(CCC1)C1=C(C=CC(=C1)Cl)OCC1=CC=CC=C1)=O (3-{2-[5-chloro-2-(benzyloxy)-phenyl)cyclopent-1-enyl]-benzoic acid ethyl ester). The solvent is CO (methanol). Product: ClC=1C=CC(=C(C1)C1=C(CCC1)C=1C=C(C(=O)O)C=CC1)OCC1=CC=CC=C1 (3-{2-[5-chloro-2-(benzyloxy)-phenyl]-cyclopent-1-enyl}-benzoic acid). As a reaction SMILES: C([O:3][C:4](=[O:31])[C:5]1[CH:10]=[CH:9][CH:8]=[C:7]([C:11]2[CH2:15][CH2:14][CH2:13][C:12]=2[C:16]2[CH:21]=[C:20]([Cl:22])[CH:19]=[CH:18][C:17]=2[O:23][CH2:24][C:25]2[CH:30]=[CH:29][CH:28]=[CH:27][CH:26]=2)[CH:6]=1)C>CO>[Cl:22][C:20]1[CH:19]=[CH:18][C:17]([O:23][CH2:24][C:25]2[CH:26]=[CH:27][CH:28]=[CH:29][CH:30]=2)=[C:16]([C:12]2[CH2:13][CH2:14][CH2:15][C:11]=2[C:7]2[CH:6]=[C:5]([CH:10]=[CH:9][CH:8]=2)[C:4]([OH:31])=[O:3])[CH:21]=1. Procedure: 3-{2-[5-chloro-2-(benzyloxy)-phenyl)cyclopent-1-enyl]-benzoic acid ethyl ester (80 mg) was refluxed for 1 h in methanol/2N sodium hydroxide (10:10 mL). The reaction mixture was then evaporated down to 3 mL. 2N Hydrochloric acid (10 mL) was added and the product extracted with dichloromethane (2×10 mL), dried (magnesium sulphate) and evaporated to give an oil which solidified on standing (70 mg). Yields the product O=C1CC(C=Cc2ccccc2)=Nc2ccccc2N1Cc1ccccc1. Reaction SMILES: [CH2:1]([c:2]1[cH:3][cH:4][cH:5][cH:6][cH:7]1)[N:8]1[C:9](=[O:20])[CH2:10][C:11]([CH3:19])=[N:12][c:13]2[c:14]1[cH:15][cH:16][cH:17][cH:18]2.[CH3:31][N:32]([CH3:33])[CH:34]=[O:35].[CH:23](=[O:24])[c:25]1[cH:26][cH:27][cH:28][cH:29][cH:30]1.[H-:21].[Na+:22].[OH2:36]>>[CH2:1]([c:2]1[cH:3][cH:4][cH:5][cH:6][cH:7]1)[N:8]1[C:9](=[O:20])[CH2:10][C:11]([CH:19]=[CH:23][c:25]2[cH:26][cH:27][cH:28][cH:29][cH:30]2)=[N:12][c:13]2[c:14]1[cH:15][cH:16][cH:17][cH:18]2. Starting materials: CC1=Nc2ccccc2N(Cc2ccccc2)C(=O)C1, CN(C)C=O, O=Cc1ccccc1, [H-], [Na+], O.